From a dataset of the Open Reaction Database (ORD), a public repository of structured organic reaction records. describe an organic reaction: reactants, conditions, products, and yield The reactants are O=C(Br)CBr, CC(C)CNCC(=O)N1CCc2ccccc2C1, C1CCOC1. Yields the product CC(C)CN(CC(=O)N1CCc2ccccc2C1)C(=O)CBr. RXN SMILES: [Br:19][CH2:20][C:21](=[O:22])[Br:23].[CH2:1]1[N:2]([C:11]([CH2:12][NH:13][CH2:14][CH:15]([CH3:16])[CH3:17])=[O:18])[CH2:3][CH2:4][c:5]2[cH:6][cH:7][cH:8][cH:9][c:10]21.[CH2:24]1[O:25][CH2:26][CH2:27][CH2:28]1>>[CH2:1]1[N:2]([C:11]([CH2:12][N:13]([CH2:14][CH:15]([CH3:16])[CH3:17])[C:21]([CH2:20][Br:19])=[O:22])=[O:18])[CH2:3][CH2:4][c:5]2[cH:6][cH:7][cH:8][cH:9][c:10]21. Starting materials: FC=1C=C2CC(NC2=CC1)=O (5-fluorooxindole), [Li+].C[Si](C)(C)[N-][Si](C)(C)C (LHMDS), BrC1=CC(OC1(C)C)=O (4-bromo-5,5-dimethyl-5H-furan-2-one), Cl (HCl). Solvent: O (water), C1CCOC1 (THF), C1CCOC1 (THF), C1CCOC1 (THF). Run at temperature 0 celsius, time 20 minute. Product: BrC1=C/C(/OC1(C)C)=C/1\C(NC2=CC=C(C=C12)F)=O (3-[4-bromo-5,5-dimethyl-5H-furan-(2E)-ylidene]-5-fluoro-1,3-dihydro-indol-2-one). Isolated yield 81.3%. RXN SMILES: [F:1][C:2]1[CH:3]=[C:4]2[C:8](=[CH:9][CH:10]=1)[NH:7][C:6](=[O:11])[CH2:5]2.[Li+].C[Si]([N-][Si](C)(C)C)(C)C.[Br:22][C:23]1[C:27]([CH3:29])([CH3:28])[O:26][C:25](=O)[CH:24]=1.Cl>C1COCC1.O>[Br:22][C:23]1[C:27]([CH3:29])([CH3:28])[O:26]/[C:25](=[C:5]2/[C:6](=[O:11])[NH:7][C:8]3[C:4]/2=[CH:3][C:2]([F:1])=[CH:10][CH:9]=3)/[CH:24]=1 |f:1.2|. Procedure: To a solution of 5-fluorooxindole (7.5 g, 49 mmol) in THF (80 mL) at 0° C., was added 1 M LHMDS in THF (100 mL, 100 mmol). The reaction mixture was stirred at 0° C. for 20 minutes. A solution of 4-bromo-5,5-dimethyl-5H-furan-2-one (6.4 g, 33 mmol) in THF (20 mL) was added to the reaction mixture. The reaction was stirred at 0° C. for 30 minutes and then allowed to warm to room temperature over 5 hours. To the reaction mixture was added aqueous 2 M HCl (100 mL). The resulting mixture was stirred ... The reactants are COC1=CC(=C(C=C1)C1=CC(=C(O1)C)C(CC(C)C)NC1=CC=C(C(=O)O)C=C1)C (4-({1-[5-(4-methoxy-2-methylphenyl)-2-methylfuran-3-yl]-3-methylbutyl}amino)benzoic acid), CNCCC(=O)OCC (ethyl 3-(methylamino)propanoate), Cl.C(C)N=C=NCCCN(C)C (1-ethyl-3-(3-dimethylaminopropyl)carbodiimide hydrochloride), O.OC1=CC=CC=2NN=NC21 (hydroxybenzotriazole monohydrate). The solvent is C(C)(=O)OCC (Ethyl acetate), CN(C=O)C (N,N-dimethylformamide), C(C)N(CC)CC (triethylamine). Reaction conditions: time 1 hour. Product: COC1=CC(=C(C=C1)C1=CC(=C(O1)C)C(CC(C)C)NC1=CC=C(C=C1)C(=O)N(CCC(=O)O)C)C (3-[{[4-({1-[5-(4-methoxy-2-methylphenyl)-2-methylfuran-3-yl]-3-methylbutyl}amino)phenyl]carbonyl}(methyl)amino]propanoic acid). Isolated yield 61.9%. Reaction SMILES: [CH3:1][O:2][C:3]1[CH:8]=[CH:7][C:6]([C:9]2[O:13][C:12]([CH3:14])=[C:11]([CH:15]([NH:20][C:21]3[CH:29]=[CH:28][C:24]([C:25](O)=[O:26])=[CH:23][CH:22]=3)[CH2:16][CH:17]([CH3:19])[CH3:18])[CH:10]=2)=[C:5]([CH3:30])C=1.[CH3:31][NH:32][CH2:33][CH2:34][C:35]([O:37]CC)=[O:36].Cl.[CH2:41](N=C=NCCCN(C)C)C.O.OC1C2N=NNC=2C=CC=1>CN(C)C=O.C(OCC)(=O)C.C(N(CC)CC)C>[CH3:1][O:2][C:3]1[CH:8]=[CH:7][C:6]([C:9]2[O:13][C:12]([CH3:14])=[C:11]([CH:15]([NH:20][C:21]3[CH:22]=[CH:23][C:24]([C:25]([N:32]([CH3:31])[CH2:33][CH2:34][C:35]([OH:37])=[O:36])=[O:26])=[CH:28][CH:29]=3)[CH2:16][CH:17]([CH3:18])[CH3:19])[CH:10]=2)=[C:5]([CH3:41])[CH:30]=1 |f:2.3,4.5|. Procedure: A solution of 4-({1-[5-(4-methoxy-2-methylphenyl)-2-methylfuran-3-yl]-3-methylbutyl}amino)benzoic acid (253 mg), ethyl 3-(methylamino)propanoate (79 mg), 1-ethyl-3-(3-dimethylaminopropyl)carbodiimide hydrochloride (115 mg), hydroxybenzotriazole monohydrate (92 mg) and triethylamine (84 μL) in N,N-dimethylformamide (10 mL) was stirred at room temperature for 4 hr. Ethyl acetate was added, the mixture was washed with saturated aqueous sodium hydrogen carbonate solution and water, and the organic l... Starting materials: NC1=C(C(=O)O)C=CC=C1C(F)(F)F (2-amino-3-trifluoromethylbenzoic acid), ClC(C(=O)Cl)CCCC (2-chlorohexanoic acid chloride). The solvent is C1(=CC=CC=C1)C (toluene). Product: ClC(CCC)C1=NC2=C(C(O1)=O)C=CC=C2C(F)(F)F (2-(1-chlorobutyl)-8-trifluoromethyl-4H-3,1-benzoxazine-4-one). Isolated yield 55.0%. RXN SMILES: [NH2:1][C:2]1[C:10]([C:11]([F:14])([F:13])[F:12])=[CH:9][CH:8]=[CH:7][C:3]=1[C:4]([OH:6])=[O:5].[Cl:15][CH:16]([CH2:20][CH2:21][CH2:22]C)[C:17](Cl)=O>C1(C)C=CC=CC=1>[Cl:15][CH:16]([C:17]1[O:5][C:4](=[O:6])[C:3]2[CH:7]=[CH:8][CH:9]=[C:10]([C:11]([F:12])([F:13])[F:14])[C:2]=2[N:1]=1)[CH2:20][CH2:21][CH3:22]. Procedure details: A mixture of 10.25 g of 2-amino-3-trifluoromethylbenzoic acid, 20 ml of toluene and 20.3 g of 2-chlorohexanoic acid chloride [prepared according to J. Org. CHem., Vol. 40 (1975), p. 23420] was refluxed for one hour and then toluene and excess acid chloride were removed by distillation. The residue was chromatographed over silica gel and eluted with methylene chloride and then by chromatography under pressure. Elution with a 1-1 ethyl acetate-petroleum ether (b.p.=60°-80° C.) mixture yielded 8.4 ... Reaction SMILES: [Cl:1][c:2]1[cH:3][cH:4][c:5]([CH:6]([CH2:7][N+:8](=[O:9])[O-:10])[CH:11]2[CH:12]([OH:17])[CH2:13][CH2:14][CH2:15][CH2:16]2)[cH:18][cH:19]1.[N+:39](=[O:40])([O-:41])[c:42]1[cH:43][cH:44][c:45]([C:46](=[O:47])[OH:48])[cH:49][cH:50]1.[O:51]=[C:52]([O:53][CH2:54][CH3:55])[N:56]=[N:57][C:58]([O:59][CH2:60][CH3:61])=[O:62].[O:63]1[CH2:64][CH2:65][CH2:66][CH2:67]1.[c:20]1([P:21]([c:22]2[cH:23][cH:24][cH:25][cH:26][cH:27]2)[c:28]2[cH:29][cH:30][cH:31][cH:32][cH:33]2)[cH:34][cH:35][cH:36][cH:37][cH:38]1>>[Cl:1][c:2]1[cH:3][cH:4][c:5]([CH:6]([CH2:7][N+:8](=[O:9])[O-:10])[CH:11]2[CH:12]([O:17][C:46]([c:45]3[cH:44][cH:43][c:42]([N+:39](=[O:40])[O-:41])[cH:50][cH:49]3)=[O:47])[CH2:13][CH2:14][CH2:15][CH2:16]2)[cH:18][cH:19]1. The reactants are O=[N+]([O-])CC(c1ccc(Cl)cc1)C1CCCCC1O, O=C(O)c1ccc([N+](=O)[O-])cc1, CCOC(=O)N=NC(=O)OCC, C1CCOC1, c1ccc(P(c2ccccc2)c2ccccc2)cc1. The product is O=C(OC1CCCCC1C(C[N+](=O)[O-])c1ccc(Cl)cc1)c1ccc([N+](=O)[O-])cc1. Starting materials: O1CC2(C1)CC1C(C1C2)C(=O)O (spiro[bicyclo[3.1.0]hexane-3,3′-oxetane]-6-carboxylic acid), C(=O)(C=1NC=CN1)C=1NC=CN1 (carbonyl diimidazole), Cl.CNOC (N,O-dimethylhydroxylamine hydrochloride). The solvent is ClCCl (dichloromethane), ClCCl (dichloromethane). Run at time 30 minute. Product: CON(C(=O)C1C2CC3(COC3)CC12)C (N-methoxy-N-methylspiro[bicyclo[3.1.0]hexane-3,3′-oxetane]-6-carboxamide). Isolated yield 33.8%. Reaction SMILES: [O:1]1[CH2:4][C:3]2([CH2:9][CH:8]3[CH:6]([CH:7]3[C:10]([OH:12])=O)[CH2:5]2)[CH2:2]1.C(C1NC=CN=1)(C1NC=CN=1)=O.Cl.[CH3:26][NH:27][O:28][CH3:29]>ClCCl>[CH3:29][O:28][N:27]([CH3:26])[C:10]([CH:7]1[CH:6]2[CH:8]1[CH2:9][C:3]1([CH2:5]2)[CH2:2][O:1][CH2:4]1)=[O:12] |f:2.3|. Procedure details: To a solution of spiro[bicyclo[3.1.0]hexane-3,3′-oxetane]-6-carboxylic acid (0.70 g, 4.2 mmol) in dichloromethane (21 mL) was added carbonyl diimidazole (1.35 g, 8.33 mmol) at 15° C. After 30 min, N,O-dimethylhydroxylamine hydrochloride (487 mg, 4.99 mmol) was added in one portion. After 16 h, the reaction mixture was diluted with dichloromethane (50 mL), and the resulting mixture was washed with saturated aqueous sodium chloride solution (2×20 mL). The collected organic was concentrated, and th... Starting materials: C1(=CC=CC=C1)S(=O)(=O)Cl (benzenesulphonyl chloride), C(CCCC)C1OCC2=C(O1)C=CC(=C2)C(=O)N (2-pentyl-1,3-benzodioxan-6-carboxamide). Solvent: N1=CC=CC=C1 (pyridine). Run at time 8 hour. Product: C(CCCC)C1OCC2=C(O1)C=CC(=C2)C#N (2-pentyl-1,3-benzodioxan-6-carbonitrile). Reaction SMILES: C1(S(Cl)(=O)=O)C=CC=CC=1.[CH2:11]([CH:16]1[O:21][C:20]2[CH:22]=[CH:23][C:24]([C:26]([NH2:28])=O)=[CH:25][C:19]=2[CH2:18][O:17]1)[CH2:12][CH2:13][CH2:14][CH3:15]>N1C=CC=CC=1>[CH2:11]([CH:16]1[O:21][C:20]2[CH:22]=[CH:23][C:24]([C:26]#[N:28])=[CH:25][C:19]=2[CH2:18][O:17]1)[CH2:12][CH2:13][CH2:14][CH3:15]. Procedure details: 1.85 ml of benzenesulphonyl chloride are added dropwise while stirring to a suspension of 1.2 g of 2-pentyl-1,3-benzodioxan-6-carboxamide in 10 ml of pyridine. The mixture is left to stand overnight and then the solution is extracted with 15 ml of 1N sodium hydroxide and ether. The aqueous phase is separated and back-extracted with ether. The combined organic phase is washed with 1N sodium hydroxide and then with water, dried over sodium sulphate, filtered and concentrated. The residue is treate... Reactants: C(CCNC([C@H](O)C(C)(C)CO)=O)(=O)O (Pantothenic acid), CC1(COC(=O)C1O)C (DL-pantolactone), C=O (formaldehyde), C(C(C)C)=O (isobutyraldehyde), [C-]#N (cyanide). The product is C(CCNC([C@@H](O)C(C)(C)CO)=O)(=O)O (D-pantothenic acid). As a reaction SMILES: [C:1]([OH:15])(=[O:14])[CH2:2][CH2:3][NH:4][C:5](=[O:13])[C@@H:6]([C:8]([CH2:11][OH:12])([CH3:10])[CH3:9])[OH:7].CC1(C)C(O)C(=O)OC1.C=O.C(=O)C(C)C.[C-]#N>>[C:1]([OH:15])(=[O:14])[CH2:2][CH2:3][NH:4][C:5](=[O:13])[C@H:6]([C:8]([CH2:11][OH:12])([CH3:10])[CH3:9])[OH:7]. Reported procedure: Pantothenic acid can be prepared by chemical synthesis, or biotechnologically by the fermentation of suitable microorganisms in suitable nutrient solutions. In the chemical synthesis, DL-pantolactone is an important compound. It is prepared in a multi-stage process from formaldehyde, isobutyraldehyde and cyanide. In further process steps, the racemic mixture is separated, D-pantolactone is subjected to a condensation reaction with β-alanine, and D-pantothenic acid is obtained. Reactants: C[Al](C)C, Cc1ccccc1, Nc1ccc(C2CC2)cc1, COC(=O)c1cc2nc(Nc3c(Cl)cncc3Cl)n(C)c2c2c1OC(C)(C)C2. The product is Cn1c(Nc2c(Cl)cncc2Cl)nc2cc(C(=O)Nc3ccc(C4CC4)cc3)c3c(c21)CC(C)(C)O3. RXN SMILES: [CH3:39][Al:40]([CH3:41])[CH3:42].[CH3:43][c:44]1[cH:45][cH:46][cH:47][cH:48][cH:49]1.[CH:29]1([c:32]2[cH:33][cH:34][c:35]([NH2:36])[cH:37][cH:38]2)[CH2:30][CH2:31]1.[Cl:1][c:2]1[cH:3][n:4][cH:5][c:6]([Cl:28])[c:7]1[NH:8][c:9]1[n:10][c:11]2[c:12]([n:13]1[CH3:14])[c:15]1[c:19]([c:20]([C:22]([O:24][CH3:23])=[O:25])[cH:21]2)[O:18][C:17]([CH3:26])([CH3:27])[CH2:16]1>>[Cl:1][c:2]1[cH:3][n:4][cH:5][c:6]([Cl:28])[c:7]1[NH:8][c:9]1[n:10][c:11]2[c:12]([n:13]1[CH3:14])[c:15]1[c:19]([c:20]([C:22](=[O:24])[NH:36][c:35]3[cH:34][cH:33][c:32]([CH:29]4[CH2:30][CH2:31]4)[cH:38][cH:37]3)[cH:21]2)[O:18][C:17]([CH3:26])([CH3:27])[CH2:16]1.